From a dataset of the Open Reaction Database (ORD), a public repository of structured organic reaction records. describe an organic reaction: reactants, conditions, products, and yield Starting materials: N1(C=NC=C1)C[C@H](C1=CC=CC=C1)OC1=C(C=2CCCC(C2C=C1)=O)CSC1=C(C(=O)O)C=CC=C1 (2-{[(2-{[(1S)-2-(1H-imidazol-1-yl)-1-phenylethyl]oxy}-5-oxo-5,6,7,8-tetrahydro-1-naphthalenyl)methyl]sulfanyl}benzoic acid), COCCN (2-methoxyethylamine). The product is N1(C=NC=C1)C[C@H](C1=CC=CC=C1)OC1=C(C=2CCCC(C2C=C1)=O)CSC1=C(C(=O)NCCOC)C=CC=C1 (2-{[(2-{[(1S)-2-(1H-Imidazol-1-yl)-1-phenylethyl]oxy}-5-oxo-5,6,7,8-tetrahydro-1-naphthalenyl)methyl]sulfanyl}-N-(2-methoxyethyl)benzamide). Yield: 77.4%. Reaction SMILES: [N:1]1([CH2:6][C@@H:7]([O:14][C:15]2[CH:24]=[CH:23][C:22]3[C:21](=[O:25])[CH2:20][CH2:19][CH2:18][C:17]=3[C:16]=2[CH2:26][S:27][C:28]2[CH:36]=[CH:35][CH:34]=[CH:33][C:29]=2[C:30](O)=[O:31])[C:8]2[CH:13]=[CH:12][CH:11]=[CH:10][CH:9]=2)[CH:5]=[CH:4][N:3]=[CH:2]1.[CH3:37][O:38][CH2:39][CH2:40][NH2:41]>>[N:1]1([CH2:6][C@@H:7]([O:14][C:15]2[CH:24]=[CH:23][C:22]3[C:21](=[O:25])[CH2:20][CH2:19][CH2:18][C:17]=3[C:16]=2[CH2:26][S:27][C:28]2[CH:36]=[CH:35][CH:34]=[CH:33][C:29]=2[C:30]([NH:41][CH2:40][CH2:39][O:38][CH3:37])=[O:31])[C:8]2[CH:9]=[CH:10][CH:11]=[CH:12][CH:13]=2)[CH:5]=[CH:4][N:3]=[CH:2]1. Reported procedure: Using the method in Example 172, 2-{[(2-{[(1S)-2-(1H-imidazol-1-yl)-1-phenylethyl]oxy}-5-oxo-5,6,7,8-tetrahydro-1-naphthalenyl)methyl]sulfanyl}benzoic acid (50 mg, 0.10 mmol, 0.20M in DMF) and 2-methoxyethylamine (23 mg, 0.30 mmol, 0.6M in DMF) were combined to give 43 mg of the desired compound: Low resolution mass spectrum (LC-MS, APCI) m/z 556 [M+H]+. Reactants: CO, COC(=O)c1cc(OC)cc(C(=O)OC)c1, [Na+], [OH-]. The product is COC(=O)c1cc(OC)cc(C(=O)O)c1. RXN SMILES: [CH3:19][OH:20].[CH3:1][O:2][C:3]([c:4]1[cH:5][c:6]([C:7](=[O:8])[O:9][CH3:10])[cH:11][c:12]([O:14][CH3:15])[cH:13]1)=[O:16].[Na+:18].[OH-:17]>>[CH3:1][O:2][C:3]([c:4]1[cH:5][c:6]([C:7](=[O:8])[OH:9])[cH:11][c:12]([O:14][CH3:15])[cH:13]1)=[O:16]. Reactants: C(C1=CC=CC=C1)OC1=CC=C(C(=O)C2=CC=C(C=C2)O)C=C1 (4-benzyloxy-4'-hydroxybenzophenone), [OH-].[Na+] (sodium hydroxide), BrCCCCCl (1-bromo-4-chlorobutane). Reagents/catalysts: S(=O)(=O)(O)[O-].C(CCC)[N+](CCCC)(CCCC)CCCC (tetrabutylammonium hydrogensulfate). Solvent: O (water). Run at time 3 hour. Yields the product C(C1=CC=CC=C1)OC1=CC=C(C(=O)C2=CC=C(C=C2)OCCCCCl)C=C1 (4-benzyloxy-4'-(4-chlorobutyloxy)benzophenone). RXN SMILES: [CH2:1]([O:8][C:9]1[CH:23]=[CH:22][C:12]([C:13]([C:15]2[CH:20]=[CH:19][C:18]([OH:21])=[CH:17][CH:16]=2)=[O:14])=[CH:11][CH:10]=1)[C:2]1[CH:7]=[CH:6][CH:5]=[CH:4][CH:3]=1.[OH-].[Na+].Br[CH2:27][CH2:28][CH2:29][CH2:30][Cl:31]>O.S([O-])(O)(=O)=O.C([N+](CCCC)(CCCC)CCCC)CCC>[CH2:1]([O:8][C:9]1[CH:23]=[CH:22][C:12]([C:13]([C:15]2[CH:16]=[CH:17][C:18]([O:21][CH2:27][CH2:28][CH2:29][CH2:30][Cl:31])=[CH:19][CH:20]=2)=[O:14])=[CH:11][CH:10]=1)[C:2]1[CH:3]=[CH:4][CH:5]=[CH:6][CH:7]=1 |f:1.2,5.6|. Procedure details: Combine 4-benzyloxy-4'-hydroxybenzophenone (9.12 g, 30.0 mmol) and sodium hydroxide (1.8 g, 45 mmol) in water (35 mL). Add tetrabutylammonium hydrogensulfate (1.02 g, 3.0 mmol). Add 1-bromo-4-chlorobutane (5.2 mL, 45 mmol). Heat to reflux. After 3 hours, cool the reaction mixture to give a solid. Collect the solid by filtration, rinse with water, and dry to give 4-benzyloxy-4'-(4-chlorobutyloxy)benzophenone: Rf =0.32 (silica gel, 30% ethyl acetate/hexane). Reactants: O=C([O-])[O-], CN1CCCC1=O, COc1cc2c(Nc3ccc(Cl)cc3F)ncnc2cc1O, ClCCSc1ccncc1, Cl, [K+], [K+], O. The product is COc1cc2c(Nc3ccc(Cl)cc3F)ncnc2cc1OCCSc1ccncc1. As a reaction SMILES: [C:34](=[O:35])([O-:36])[O-:37].[CH3:40][N:41]1[CH2:42][CH2:43][CH2:44][C:45]1=[O:46].[Cl:1][c:2]1[cH:3][c:4]([F:22])[c:5]([NH:6][c:7]2[n:8][cH:9][n:10][c:11]3[cH:12][c:13]([OH:19])[c:14]([O:17][CH3:18])[cH:15][c:16]23)[cH:20][cH:21]1.[Cl:24][CH2:25][CH2:26][S:27][c:28]1[cH:29][cH:30][n:31][cH:32][cH:33]1.[ClH:23].[K+:38].[K+:39].[OH2:47]>>[Cl:1][c:2]1[cH:3][c:4]([F:22])[c:5]([NH:6][c:7]2[n:8][cH:9][n:10][c:11]3[cH:12][c:13]([O:19][CH2:25][CH2:26][S:27][c:28]4[cH:29][cH:30][n:31][cH:32][cH:33]4)[c:14]([O:17][CH3:18])[cH:15][c:16]23)[cH:20][cH:21]1. The reactants are B, C1CCOC1, CC(NC(=O)c1ccc(Cl)c(S(N)(=O)=O)c1)c1cccc(Cl)c1. Yields the product CC(NCc1ccc(Cl)c(S(N)(=O)=O)c1)c1cccc(Cl)c1. Reaction SMILES: [BH3:24].[CH2:25]1[O:26][CH2:27][CH2:28][CH2:29]1.[NH2:1][S:2](=[O:3])(=[O:4])[c:5]1[cH:6][c:7]([C:8](=[O:9])[NH:10][CH:11]([CH3:12])[c:13]2[cH:14][c:15]([Cl:19])[cH:16][cH:17][cH:18]2)[cH:20][cH:21][c:22]1[Cl:23]>>[NH2:1][S:2](=[O:3])(=[O:4])[c:5]1[cH:6][c:7]([CH2:8][NH:10][CH:11]([CH3:12])[c:13]2[cH:14][c:15]([Cl:19])[cH:16][cH:17][cH:18]2)[cH:20][cH:21][c:22]1[Cl:23]. Starting materials: Brc1ccoc1, O=C1NCC2(CN3CCC2CC3)O1. Yields the product O=C1OC2(CN3CCC2CC3)CN1c1ccoc1. As a reaction SMILES: [Br:14][c:15]1[cH:16][o:17][cH:18][cH:19]1.[O:1]1[C:2](=[O:13])[NH:3][CH2:4][C:5]12[CH2:6][N:7]1[CH2:8][CH2:9][CH:10]2[CH2:11][CH2:12]1>>[O:1]1[C:2](=[O:13])[N:3]([c:15]2[cH:16][o:17][cH:18][cH:19]2)[CH2:4][C:5]12[CH2:6][N:7]1[CH2:8][CH2:9][CH:10]2[CH2:11][CH2:12]1.